From a dataset of the Open Reaction Database (ORD), a public repository of structured organic reaction records. describe an organic reaction: reactants, conditions, products, and yield Reactants: FC1=C(C=C(C=C1)C=1N=C(N(C1)C)C1CCNCC1)C(F)(F)F (4-[4-(4-fluoro-3-trifluoromethyl-phenyl)-1-methyl-1h-imidazol-2-yl]-piperidine), ClC1=C(C(=NC=N1)N)OC (6-chloro-5-methoxypyrimidin-4-amine), C([O-])([O-])=O.[K+].[K+] (potassium carbonate). Conditions: temperature 150 celsius. Reaction SMILES: [F:1][C:2]1[CH:7]=[CH:6][C:5]([C:8]2[N:9]=[C:10]([CH:14]3[CH2:19][CH2:18][NH:17][CH2:16][CH2:15]3)[N:11]([CH3:13])[CH:12]=2)=[CH:4][C:3]=1[C:20]([F:23])([F:22])[F:21].Cl[C:25]1[N:30]=[CH:29][N:28]=[C:27]([NH2:31])[C:26]=1[O:32][CH3:33].C(=O)([O-])[O-].[K+].[K+]>CS(C)=O>[F:1][C:2]1[CH:7]=[CH:6][C:5]([C:8]2[N:9]=[C:10]([CH:14]3[CH2:19][CH2:18][N:17]([C:25]4[N:30]=[CH:29][N:28]=[C:27]([NH2:31])[C:26]=4[O:32][CH3:33])[CH2:16][CH2:15]3)[N:11]([CH3:13])[CH:12]=2)=[CH:4][C:3]=1[C:20]([F:21])([F:22])[F:23] |f:2.3.4|. Solvent: CS(=O)C (DMSO). Reported procedure: A mixture of 4-[4-(4-fluoro-3-trifluoromethyl-phenyl)-1-methyl-1h-imidazol-2-yl]-piperidine (40.00 mg; 0.12 mmol; 1.0 eq.), 6-chloro-5-methoxypyrimidin-4-amine (20.48 mg; 0.13 mmol; 1.05 eq.), potassium carbonate (33.78 mg; 0.24 mmol; 2.0 eq.) in DMSO (1.00 ml) in a microwave vial was heated at 150° C. for 2 h. LC-MS show ˜40% conversion and product eluted closely to the amine starting material. The reaction mixture was workup and the crude was purified by reverse phase pre-HPLC (Waters, acetoni... The yield is 22.0%. Yields the product FC1=C(C=C(C=C1)C=1N=C(N(C1)C)C1CCN(CC1)C1=C(C(=NC=N1)N)OC)C(F)(F)F (6-{4-[4-(4-Fluoro-3-trifluoromethyl-phenyl)-1-methyl-1H-imidazol-2-yl]-piperidin-1-yl}-5-methoxy-pyrimidin-4-ylamine). The reactants are C1=NC=CC=2C(=CC=CC12)S(=O)(=O)Cl (5-isoquinolinesulfonyl chloride), N1CCNCCC1 (homopiperazine). The solvent is C(Cl)(Cl)Cl (chloroform), C(Cl)(Cl)Cl (chloroform). Run at time 1 hour. Product: C=1C=C2C=NC=CC2=C(C1)S(=O)(=O)N3CCCNCC3 (fasudil). Isolated yield 93.9%. RXN SMILES: [CH:1]1[C:10]2[CH:9]=[CH:8][CH:7]=[C:6]([S:11](Cl)(=[O:13])=[O:12])[C:5]=2[CH:4]=[CH:3][N:2]=1.[NH:15]1[CH2:21][CH2:20][CH2:19][NH:18][CH2:17][CH2:16]1>C(Cl)(Cl)Cl>[CH:8]1[CH:9]=[C:10]2[C:5](=[C:6]([S:11]([N:15]3[CH2:16][CH2:17][NH:18][CH2:19][CH2:20][CH2:21]3)(=[O:13])=[O:12])[CH:7]=1)[CH:4]=[CH:3][N:2]=[CH:1]2. Reported procedure: 40 liters of a chloroform solution containing 5.0 kg of 5-isoquinolinesulfonyl chloride was added dropwise to 40 liters of a chloroform solution containing 8.8 kg of homopiperazine over 1 hour while cooling with ice, to obtain a mixture. Subsequently, the obtained mixture was stirred for 1 hour while cooling with ice, to effect a reaction and then the resultant reaction mixture was subjected to extraction with a 2N aqueous solution of HCl, followed by separation of an aqueous phase. The aqueous ... Starting materials: CCOC(=O)C(=O)CBr, CC#N, CC(S)C(=O)NCC(=O)O. Yields the product CCOC(=O)C(O)=CSC(C)C(=O)NCC(=O)O. Reaction SMILES: [Br:11][CH2:12][C:13]([C:14](=[O:15])[O:16][CH2:17][CH3:18])=[O:19].[CH3:20][C:21]#[N:22].[SH:1][CH:2]([C:3](=[O:4])[NH:5][CH2:6][C:7](=[O:8])[OH:9])[CH3:10]>>[S:1]([CH:2]([C:3](=[O:4])[NH:5][CH2:6][C:7](=[O:8])[OH:9])[CH3:10])[CH:12]=[C:13]([C:14](=[O:15])[O:16][CH2:17][CH3:18])[OH:19]. The reactants are C(C)(=O)NC=1C=CC2=C(C(=C(O2)C(C2CCCCC2)NC2=CC=C(C=C2)C(=O)N(CCC(=O)OCC)C)C)C1 (ethyl 3-[{[4-({[5-(acetylamino)-3-methyl-1-benzofuran-2-yl](cyclohexyl)methyl}amino)phenyl]carbonyl}(methyl)amino]-propanoate), O1CCCC1 (tetrahydrofuran), [OH-].[Li+] (Lithium hydroxide), [OH-].[Li+] (lithium hydroxide). Run in C(C)O (ethanol). Run at time 1 hour. Product: C(C)(=O)NC=1C=CC2=C(C(=C(O2)C(C2CCCCC2)NC2=CC=C(C=C2)C(=O)N(CCC(=O)O)C)C)C1 (3-[{[4-({[5-(acetylamino)-3-methyl-1-benzofuran-2-yl](cyclohexyl)methyl}amino)phenyl]carbonyl}(methyl)amino]-propanoic acid). The yield is 84.2%. As a reaction SMILES: [C:1]([NH:4][C:5]1[CH:6]=[CH:7][C:8]2[O:12][C:11]([CH:13]([NH:20][C:21]3[CH:26]=[CH:25][C:24]([C:27]([N:29]([CH3:37])[CH2:30][CH2:31][C:32]([O:34]CC)=[O:33])=[O:28])=[CH:23][CH:22]=3)[CH:14]3[CH2:19][CH2:18][CH2:17][CH2:16][CH2:15]3)=[C:10]([CH3:38])[C:9]=2[CH:39]=1)(=[O:3])[CH3:2].O1CCCC1.[OH-].[Li+]>C(O)C>[C:1]([NH:4][C:5]1[CH:6]=[CH:7][C:8]2[O:12][C:11]([CH:13]([NH:20][C:21]3[CH:22]=[CH:23][C:24]([C:27]([N:29]([CH3:37])[CH2:30][CH2:31][C:32]([OH:34])=[O:33])=[O:28])=[CH:25][CH:26]=3)[CH:14]3[CH2:19][CH2:18][CH2:17][CH2:16][CH2:15]3)=[C:10]([CH3:38])[C:9]=2[CH:39]=1)(=[O:3])[CH3:2] |f:2.3|. Procedure details: To a mixture of ethyl 3-[{[4-({[5-(acetylamino)-3-methyl-1-benzofuran-2-yl](cyclohexyl)methyl}amino)phenyl]carbonyl}(methyl)amino]-propanoate (366 mg) synthesized above, tetrahydrofuran (5 mL) and ethanol (5 mL) was added 1N lithium hydroxide aqueous solution (1.00 mL), and the mixture was stirred at room temperature for 1 hr. 1N Lithium hydroxide aqueous solution (1.00 mL) was additionally added, and the mixture was stirred at room temperature for 1 hr, and concentrated under reduced pressure. ... Starting materials: product, O=C1NCCCCCCN2C=3C=CC=CC3C(CC1)=C2 (9-oxo-1,8-diazatricyclo[10.6.1.013,18 ]nonadeca-12(19),13(18),14,16-tetraene), CCN=C=NCCCN(C)C (EDCI), C(C)(C)(C)OC(C([C@@H](CC(C)C)C(N[C@@H]1C(NCCCCCCN2C=3C=CC=CC3C(C1)=C2)=O)=O)C)=O ((3R,10S)-2-methyl-5-methyl-3-(9-oxo-1,8-diaza-tricyclo-[10.6.1.013,18 ]nonadeca-12(19),13(18), 14,16-tetraen-10-ylcarbamoyl)hexanoic acid t-butyl ester), C=1C=CC2=C(C1)N=NN2O.O (HOBt H2O), C(C)(C)(C)OC(C[C@@H](CC(C)C)C(N[C@@H]1C(NCCCCCCN2C=3C=CC=CC3C(C1)=C2)=O)=O)=O ((3R,10S)-5-methyl-3-(9-oxo-1,8-diaza-tricyclo-[10.6.1.013,18 ]nonadeca-12(19),13(18), 14,16-tetraen-10-ylcarbamoyl)hexanoic acid t-butyl ester). Run in CN(C)C=O (DMF). Conditions: time 8 hour. The product is COC(C[C@@H](CC(C)C)C(N[C@@H]1C(NCCCCCCN2C=3C=CC=CC3C(C1)=C2)=O)=O)=O ((3R,10S)-5-methyl-3-(9-oxo-1,8-diazatricyclo-[10.6.1.013,18 ]nonadeca-12(19),13(18),14,16-tetraen-10-yl-carbamoyl)hexanoic acid methyl ester). Reaction SMILES: O=C1CCC2=CN(C3C=CC=CC=32)CCCCCCN1.C1C=CC2N(O)N=NC=2C=1.O.CCN=C=NCCCN(C)C.[C:43]([O:47][C:48](=[O:79])[CH:49](C)[C@H:50]([C:55](=[O:77])[NH:56][C@H:57]1[CH2:74][C:73]2=[CH:75][N:66]([C:67]3[CH:68]=[CH:69][CH:70]=[CH:71][C:72]=32)[CH2:65][CH2:64][CH2:63][CH2:62][CH2:61][CH2:60][NH:59][C:58]1=[O:76])[CH2:51][CH:52]([CH3:54])[CH3:53])(C)(C)C.C(OC(=O)C[C@H](C(=O)N[C@H]1CC2=CN(C3C=CC=CC=32)CCCCCCNC1=O)CC(C)C)(C)(C)C>CN(C=O)C>[CH3:43][O:47][C:48](=[O:79])[CH2:49][C@H:50]([C:55](=[O:77])[NH:56][C@H:57]1[CH2:74][C:73]2=[CH:75][N:66]([C:67]3[CH:68]=[CH:69][CH:70]=[CH:71][C:72]=32)[CH2:65][CH2:64][CH2:63][CH2:62][CH2:61][CH2:60][NH:59][C:58]1=[O:76])[CH2:51][CH:52]([CH3:54])[CH3:53] |f:1.2|. Reported procedure: Alternatively, to (2R)-4-methyl-2-(t-butoxy-carbonylmethyl)pentanoic acid (1 g, 4.34 mmol) in dry THF (100 mL) at -78° C. under argon was added NaN(TMS)2 (1.0M in THF, 10.9 mL, 2.5 eq) dropwise and the mixture was stirred for 1 hour. Iodomethane (0.33 mL, 1.2 eq) was added and the resulting mixture was stirred overnight from -78° C. to room temperature. The next day the reaction was quenched with water (100 mL). After extracting with ether (3×100 mL), the aqueous layer was combined with ethyl ac... Reactants: CC(C)C1=CC(=C(C(=C1)C(C)C)C2=C(C=CC=C2)P(C3CCCCC3)C4CCCCC4)C(C)C (XPhos), C(C)(C)(C)OC(=O)N1CC(C1)=CC=1N(C2=NC(=NC(=C2N1)N1CCOCC1)Cl)C (3-(2-chloro-9-methyl-6-morpholin-4-yl-9H-purin-8-ylmethylene)azetidine-1-carboxylic acid tert-butyl ester), N1C(=NC2=C1C=CC=C2)[C@H](C)O ((S)-1-(1H-benzoimidazol-2-yl)ethanol), CC(C)C1=CC(=C(C(=C1)C(C)C)C2=C(C=CC=C2)P(C3CCCCC3)C4CCCCC4)C(C)C (XPhos), C(=O)([O-])[O-].[Cs+].[Cs+] (Cs2CO3). Reagents/catalysts: [Pd].[Pd].C(C1=CC=CC=C1)=CC(=O)C=CC1=CC=CC=C1.C(C1=CC=CC=C1)=CC(=O)C=CC1=CC=CC=C1.C(C1=CC=CC=C1)=CC(=O)C=CC1=CC=CC=C1 (tris(dibenzylideneacetone) dipalladium), [Pd].[Pd].C(C1=CC=CC=C1)=CC(=O)C=CC1=CC=CC=C1.C(C1=CC=CC=C1)=CC(=O)C=CC1=CC=CC=C1.C(C1=CC=CC=C1)=CC(=O)C=CC1=CC=CC=C1 (tris(dibenzylideneacetone) dipalladium). The solvent is C1(=CC=CC=C1)C (toluene). Run at temperature 140 celsius. Yields the product C(C)(C)(C)OC(=O)N1CC(C1)=CC=1N(C2=NC(=NC(=C2N1)N1CCOCC1)N1C(=NC2=C1C=CC=C2)[C@H](C)O)C (3-{2-[2-((S)-1-Hydroxyethyl)benzoimidazol-1-yl]-9-methyl-6-morpholin-4-yl-9H-purin-8-ylmethylene}azetidine-1-carboxylic acid tert-butyl ester). The yield is 54.0%. RXN SMILES: [C:1]([O:5][C:6]([N:8]1[CH2:11][C:10](=[CH:12][C:13]2[N:14]([CH3:29])[C:15]3[C:20]([N:21]=2)=[C:19]([N:22]2[CH2:27][CH2:26][O:25][CH2:24][CH2:23]2)[N:18]=[C:17](Cl)[N:16]=3)[CH2:9]1)=[O:7])([CH3:4])([CH3:3])[CH3:2].[NH:30]1[C:34]2[CH:35]=[CH:36][CH:37]=[CH:38][C:33]=2[N:32]=[C:31]1[C@@H:39]([OH:41])[CH3:40].CC(C1C=C(C(C)C)C(C2C=CC=CC=2P(C2CCCCC2)C2CCCCC2)=C(C(C)C)C=1)C.C([O-])([O-])=O.[Cs+].[Cs+]>C1(C)C=CC=CC=1.[Pd].[Pd].C(=CC(C=CC1C=CC=CC=1)=O)C1C=CC=CC=1.C(=CC(C=CC1C=CC=CC=1)=O)C1C=CC=CC=1.C(=CC(C=CC1C=CC=CC=1)=O)C1C=CC=CC=1>[C:1]([O:5][C:6]([N:8]1[CH2:11][C:10](=[CH:12][C:13]2[N:14]([CH3:29])[C:15]3[C:20]([N:21]=2)=[C:19]([N:22]2[CH2:27][CH2:26][O:25][CH2:24][CH2:23]2)[N:18]=[C:17]([N:30]2[C:34]4[CH:35]=[CH:36][CH:37]=[CH:38][C:33]=4[N:32]=[C:31]2[C@@H:39]([OH:41])[CH3:40])[N:16]=3)[CH2:9]1)=[O:7])([CH3:4])([CH3:3])[CH3:2] |f:3.4.5,7.8.9.10.11|. Reported procedure: A mixture of 3-(2-chloro-9-methyl-6-morpholin-4-yl-9H-purin-8-ylmethylene)azetidine-1-carboxylic acid tert-butyl ester (180 mg, 0.43 mmol), (S)-1-(1H-benzoimidazol-2-yl)ethanol (84 mg, 0.52 mmol), tris(dibenzylideneacetone) dipalladium (40 mg, 0.04 mmol), XPhos (82 mg, 0.17 mmol) and Cs2CO3 (279 mg, 0.86 mmol) in toluene (3 mL) was purged with argon then heated at 140° C. for 1 h in a microwave reactor. Further tris(dibenzylideneacetone) dipalladium (40 mg, 0.04 mmol) and XPhos (82 mg, 0.17 mmol... The reactants are CCOC(C)=O, O=C(Cl)Cl, Nc1nc2ccccc2s1. Product: O=C=Nc1nc2ccccc2s1. As a reaction SMILES: [CH3:15][CH2:16][O:17][C:18](=[O:19])[CH3:20].[Cl:1][C:2]([Cl:3])=[O:4].[NH2:5][c:6]1[s:7][c:8]2[c:9]([n:10]1)[cH:11][cH:12][cH:13][cH:14]2>>[C:2](=[O:4])=[N:5][c:6]1[s:7][c:8]2[c:9]([n:10]1)[cH:11][cH:12][cH:13][cH:14]2. The reactants are C(C)(=O)N1[C@@H](CN(CC1)C=1N(C2=NC(=NC(=C2N1)N1CCOCC1)C=1C=NC(=NC1)N)CC(F)(F)F)C (5-{8-[(3R)-4-acetyl-3-methylpiperazin-1-yl]-6-morpholin-4-yl-9-(2,2,2-trifluoroethyl)-9H-purin-2-yl}pyrimidin-2-amine), S(O)(O)(=O)=O (sulfuric acid). Run in C(C)O (ethanol). Reaction conditions: time 30 minute. Yields the product S(=O)(=O)(O)O.C(C)(=O)N1[C@@H](CN(CC1)C=1N(C2=NC(=NC(=C2N1)N1CCOCC1)C=1C=NC(=NC1)N)CC(F)(F)F)C (5-{8-[(3R)-4-acetyl-3-methylpiperazin-1-yl]-6-morpholin-4-yl-9-(2,2,2-trifluoroethyl)-9H-purin-2-yl}pyrimidin-2-amine sulfate). Isolated yield 74.2%. Reaction SMILES: [C:1]([N:4]1[CH2:9][CH2:8][N:7]([C:10]2[N:11]([CH2:32][C:33]([F:36])([F:35])[F:34])[C:12]3[C:17]([N:18]=2)=[C:16]([N:19]2[CH2:24][CH2:23][O:22][CH2:21][CH2:20]2)[N:15]=[C:14]([C:25]2[CH:26]=[N:27][C:28]([NH2:31])=[N:29][CH:30]=2)[N:13]=3)[CH2:6][C@H:5]1[CH3:37])(=[O:3])[CH3:2].[S:38](=[O:42])(=[O:41])([OH:40])[OH:39]>C(O)C>[S:38]([OH:42])([OH:41])(=[O:40])=[O:39].[C:1]([N:4]1[CH2:9][CH2:8][N:7]([C:10]2[N:11]([CH2:32][C:33]([F:36])([F:35])[F:34])[C:12]3[C:17]([N:18]=2)=[C:16]([N:19]2[CH2:20][CH2:21][O:22][CH2:23][CH2:24]2)[N:15]=[C:14]([C:25]2[CH:26]=[N:27][C:28]([NH2:31])=[N:29][CH:30]=2)[N:13]=3)[CH2:6][C@H:5]1[CH3:37])(=[O:3])[CH3:2] |f:3.4|. Procedure: To a suspension of 5-{8-[(3R)-4-acetyl-3-methylpiperazin-1-yl]-6-morpholin-4-yl-9-(2,2,2-trifluoroethyl)-9H-purin-2-yl}pyrimidin-2-amine (101 mg, 0.194 mmol) in 10% aqueous ethanol solution (2 ml) was added 98% sulfuric acid (0.012 mL, 0.213 mmol) at room temperature, and the mixture was stirred for 30 minutes. The insoluble solid was collected and dried to give 5-{8-[(3R)-4-acetyl-3-methylpiperazin-1-yl]-6-morpholin-4-yl-9-(2,2,2-trifluoroethyl)-9H-purin-2-yl}pyrimidin-2-amine sulfate (89 mg) a...